Dataset: the Open Reaction Database (ORD), a public repository of structured organic reaction records. Task: describe an organic reaction: reactants, conditions, products, and yield The reactants are CC1(C(CCO)C=CC=C1)C (2,2-dimethylphenethyl alcohol), C(C)(=O)OC(C)=O (acetic anhydride). The solvent is N1=CC=CC=C1 (pyridine). Reaction conditions: time 8 hour. Yields the product C(C)(=O)OCCC1C(C=CC=C1)(C)C (2,2-Dimethyl-phenethyl acetate). Reaction SMILES: [CH3:1][C:2]1([CH3:11])[CH:10]=[CH:9][CH:8]=[CH:7][CH:3]1[CH2:4][CH2:5][OH:6].[C:12](OC(=O)C)(=[O:14])[CH3:13]>N1C=CC=CC=1>[C:12]([O:6][CH2:5][CH2:4][CH:3]1[CH:7]=[CH:8][CH:9]=[CH:10][C:2]1([CH3:11])[CH3:1])(=[O:14])[CH3:13]. Procedure: Dissolve 2,2-dimethylphenethyl alcohol (118.0 g, 0.786 mol) in pyridine (700 mL). Add, by dropwise addition, acetic anhydride (222 mL, 240.7 g, 2.358 mol) and stir overnight at room temperature. Evaporate the solvent in vacuo and purify by distillation to give the title compound as a clear colorless oil; bp 75° C. @ 0.4 mmHg. Reactants: N#Cc1ccc2cc[nH]c2c1, CN(C)C=O, [H-], [Na+], Cc1ccc(S(=O)(=O)OCC2CCN(C(=O)OCc3ccccc3)CC2)cc1. Yields the product N#Cc1ccc2ccn(CC3CCN(C(=O)OCc4ccccc4)CC3)c2c1. RXN SMILES: [C:1](#[N:2])[c:3]1[cH:4][cH:5][c:6]2[cH:7][cH:8][nH:9][c:10]2[cH:11]1.[CH3:42][N:43]([CH3:44])[CH:45]=[O:46].[H-:12].[Na+:13].[S:14]([O:15][CH2:25][CH:26]1[CH2:27][CH2:28][N:29]([C:32](=[O:33])[O:34][CH2:35][c:36]2[cH:37][cH:38][cH:39][cH:40][cH:41]2)[CH2:30][CH2:31]1)([c:16]1[cH:17][cH:18][c:19]([CH3:20])[cH:21][cH:22]1)(=[O:23])=[O:24]>>[C:1](#[N:2])[c:3]1[cH:4][cH:5][c:6]2[cH:7][cH:8][n:9]([CH2:25][CH:26]3[CH2:27][CH2:28][N:29]([C:32](=[O:33])[O:34][CH2:35][c:36]4[cH:37][cH:38][cH:39][cH:40][cH:41]4)[CH2:30][CH2:31]3)[c:10]2[cH:11]1. Starting materials: N#Cc1ccc(B(O)O)cc1, CC(=O)[O-], CC(=O)[O-], C1COCCO1, COC(=O)c1ccc(C)c(I)c1, c1ccc(-c2ccccc2P(C2CCCCC2)C2CCCCC2)cc1, [F-], [K+], [Pd+2]. Product: COC(=O)c1ccc(C)c(-c2ccc(C#N)cc2)c1. RXN SMILES: [C:13](#[N:14])[c:15]1[cH:16][cH:17][c:18]([B:21]([OH:22])[OH:23])[cH:19][cH:20]1.[C:51]([O-:52])(=[O:53])[CH3:54].[C:56]([O-:57])(=[O:58])[CH3:59].[CH2:60]1[O:61][CH2:62][CH2:63][O:64][CH2:65]1.[CH3:1][O:2][C:3]([c:4]1[cH:5][c:6]([I:11])[c:7]([CH3:10])[cH:8][cH:9]1)=[O:12].[CH:24]1([P:25]([CH:26]2[CH2:27][CH2:28][CH2:29][CH2:30][CH2:31]2)[c:32]2[cH:33][cH:34][cH:35][cH:36][c:37]2-[c:38]2[cH:39][cH:40][cH:41][cH:42][cH:43]2)[CH2:44][CH2:45][CH2:46][CH2:47][CH2:48]1.[F-:49].[K+:50].[Pd+2:55]>>[CH3:1][O:2][C:3]([c:4]1[cH:5][c:6](-[c:18]2[cH:17][cH:16][c:15]([C:13]#[N:14])[cH:20][cH:19]2)[c:7]([CH3:10])[cH:8][cH:9]1)=[O:12]. Reactants: OC1=CC=C(C(=O)C2=CC=CC=C2)C=C1 (4-hydroxybenzophenone), C(=O)(Cl)Cl (phosgene), C(=O)(Cl)Cl (phosgene), C(=O)(Cl)Cl (phosgene). The reagents and catalysts are [Cl-].C(C1=CC=CC=C1)[N+](C)(C)C (benzyltrimethylammonium chloride). Run in CC=1C=CC=CC1C (o-xylene). Reaction conditions: time 30 minute. Product: ClC(=O)C1=CC=C(C(=O)C2=CC=CC=C2)C=C1 (4-chloroformylbenzophenone). Yield: 99.2%. As a reaction SMILES: [C:1]([Cl:4])(Cl)=[O:2].O[C:6]1[CH:19]=[CH:18][C:9]([C:10]([C:12]2[CH:17]=[CH:16][CH:15]=[CH:14][CH:13]=2)=[O:11])=[CH:8][CH:7]=1>[Cl-].C([N+](C)(C)C)C1C=CC=CC=1.CC1C=CC=CC=1C>[Cl:4][C:1]([C:15]1[CH:16]=[CH:17][C:12]([C:10]([C:9]2[CH:18]=[CH:19][CH:6]=[CH:7][CH:8]=2)=[O:11])=[CH:13][CH:14]=1)=[O:2] |f:2.3|. Procedure: A total of 3.4 kg of phosgene were passed in the course of 5 hours into a solution of 4 kg of 4-hydroxybenzophenone and 190 g of benzyltrimethylammonium chloride in 11.4 kg of o-xylene. During this time, the internal temperature was increased from 95° to 1200° C. After the end of the introduction of phosgene, stirring was continued for 30 minutes at 115° C. Working up was carried out by expelling the excess phosgene with nitrogen. The salt (catalyst) precipitated toward the end of the reaction w... Starting materials: C([O-])([O-])=O.[Na+].[Na+] (sodium carbonate), C(=O)(O)CC=1OC(=NN1)S (2-carboxymethyl-1,3,4-oxadiazole-5-thiol), C([O-])(O)=O.[Na+] (sodium bicarbonate), CC(=O)OCC1=C(N2[C@@H]([C@@H](C2=O)N)SC1)C(=O)O (7-aminocephalosporanic acid). The solvent is CC(=O)C (acetone), O (water), CC(=O)C (acetone). Run at time 3 hour. Product: NC1[C@@H]2N(C(=C(CS2)CSC=2OC(=NN2)CC(=O)O)C(=O)O)C1=O (7-Amino-3-(5-carboxymethyl-1,3,4-oxadiazol-2-ylthiomethyl)-3-cephem-4-carboxylic acid). Reaction SMILES: [C:1]([CH2:4][C:5]1[O:6][C:7]([SH:10])=[N:8][N:9]=1)([OH:3])=[O:2].CC(O[CH2:15][C:16]1[CH2:25][S:24][C@@H:19]2[C@H:20]([NH2:23])[C:21](=[O:22])[N:18]2[C:17]=1[C:26]([OH:28])=[O:27])=O.C(=O)(O)[O-].[Na+].C(=O)([O-])[O-].[Na+].[Na+]>CC(C)=O.O>[NH2:23][CH:20]1[C:21](=[O:22])[N:18]2[C:17]([C:26]([OH:28])=[O:27])=[C:16]([CH2:15][S:10][C:7]3[O:6][C:5]([CH2:4][C:1]([OH:3])=[O:2])=[N:9][N:8]=3)[CH2:25][S:24][C@H:19]12 |f:2.3,4.5.6|. Procedure: A solution of 9.61 g (0.06 mol) of 2-carboxymethyl-1,3,4-oxadiazole-5-thiol in 120 ml of acetone is added to a warm (45°) solution of 10.9 g (0.04 mol) of 7-aminocephalosporanic acid in a mixture of 220 ml of water, 50 ml of acetone and 13.44 g (0.16 mol) of sodium bicarbonate. The temperature is raised to 65° and the pH maintained at 7.4-7.6 by addition of aqueous sodium carbonate solution. After 3 hours, the acetone is removed in vacuo and the reaction mixture is cooled to 10° and adjusted to ...